Dataset: the Open Reaction Database (ORD), a public repository of structured organic reaction records. Task: describe an organic reaction: reactants, conditions, products, and yield The reactants are BrC1=CC=C(C=C1)C(OC(C(=O)NCC#N)CC(C)C)C1=CC=NC=C1 (2-[(4-bromophenyl)(pyridin-4-yl)methoxy]-N-(cyanomethyl)-4-methylpentanamide), BrC(C(=O)OC)CC(C)C (methyl 2-bromo-4-methylpentanoate). Product: BrC1=CC=C(C=C1)C(OC(C(=O)OC)CC(C)C)C1=CC=NC=C1 (methyl 2-[(4-bromophenyl)(pyridin-4-yl)methoxy]-4-methylpentanoate). RXN SMILES: [Br:1][C:2]1[CH:7]=[CH:6][C:5]([CH:8]([C:21]2[CH:26]=[CH:25][N:24]=[CH:23][CH:22]=2)[O:9][CH:10]([CH2:17][CH:18]([CH3:20])[CH3:19])[C:11](NCC#N)=[O:12])=[CH:4][CH:3]=1.BrC(CC(C)C)[C:29](OC)=[O:30]>>[Br:1][C:2]1[CH:7]=[CH:6][C:5]([CH:8]([C:21]2[CH:26]=[CH:25][N:24]=[CH:23][CH:22]=2)[O:9][CH:10]([CH2:17][CH:18]([CH3:20])[CH3:19])[C:11]([O:30][CH3:29])=[O:12])=[CH:4][CH:3]=1. Procedure details: Using the same protocol as described in example 23, step 2, (4-bromophenyl)(pyridin-4-yl)methanol from step 1 (594 mg, 2.20 mmol) was added to methyl 2-bromo-4-methylpentanoate (377 μL, 2.31 mmol). The crude residue was chromatographed on silica gel using 50% ethyl acetate in hexanes to afford the title compound.